This data is from the Open Reaction Database (ORD), a public repository of structured organic reaction records. The task is: describe an organic reaction: reactants, conditions, products, and yield The reactants are CCOC(C)=O, CN(C)C=O, O=CN1CCn2nccc21, O, O=P(Cl)(Cl)Cl. The product is O=Cc1cnn2c1N(C=O)CC2. Reaction SMILES: [CH3:16][CH2:17][O:18][C:19](=[O:20])[CH3:21].[CH3:23][N:24]([CH3:25])[CH:26]=[O:27].[N:6]1([CH:14]=[O:15])[CH2:7][CH2:8][n:9]2[n:10][cH:11][cH:12][c:13]21.[OH2:22].[P:1]([Cl:2])([Cl:3])([Cl:4])=[O:5]>>[N:6]1([CH:14]=[O:15])[CH2:7][CH2:8][n:9]2[n:10][cH:11][c:12]([CH:17]=[O:18])[c:13]21. Reactants: CN1CCOCC1, CNOC, CC(C)COC(=O)Cl, ClCCl, Cl, O=C(O)c1ccccn1. Yields the product CON(C)C(=O)c1ccccn1. RXN SMILES: [CH3:1][N:2]1[CH2:3][CH2:4][O:5][CH2:6][CH2:7]1.[CH3:26][NH:27][O:28][CH3:29].[Cl:17][C:18]([O:19][CH2:20][CH:21]([CH3:22])[CH3:23])=[O:24].[Cl:30][CH2:31][Cl:32].[ClH:25].[OH:8][C:9](=[O:10])[c:11]1[cH:12][cH:13][cH:14][cH:15][n:16]1>>[O:8]=[C:9]([c:11]1[cH:12][cH:13][cH:14][cH:15][n:16]1)[N:27]([CH3:26])[O:28][CH3:29]. Reactants: COC=1C(C(=C(C(C1OC)=O)CC1=CC=C(C=C1)CC(=O)O)C)=O (4-(5,6-dimethoxy-3-methyl-1,4-benzoquinon-2-ylmethyl)phenylacetic Acid), N1CCSCC1 (thiomorpholine). The product is COC=1C(C(=C(C(C1OC)=O)CC1=CC=C(C=C1)CC(=O)N1CCSCC1)C)=O (N-[4-(5,6-dimethoxy-3-methyl-1,4-benzoquinon-2-ylmethyl)phenylacetyl]thiomorpholine). The yield is 19.0%. RXN SMILES: [CH3:1][O:2][C:3]1[C:4](=[O:24])[C:5]([CH3:23])=[C:6]([CH2:12][C:13]2[CH:18]=[CH:17][C:16]([CH2:19][C:20]([OH:22])=O)=[CH:15][CH:14]=2)[C:7](=[O:11])[C:8]=1[O:9][CH3:10].[NH:25]1[CH2:30][CH2:29][S:28][CH2:27][CH2:26]1>>[CH3:1][O:2][C:3]1[C:4](=[O:24])[C:5]([CH3:23])=[C:6]([CH2:12][C:13]2[CH:18]=[CH:17][C:16]([CH2:19][C:20]([N:25]3[CH2:30][CH2:29][S:28][CH2:27][CH2:26]3)=[O:22])=[CH:15][CH:14]=2)[C:7](=[O:11])[C:8]=1[O:9][CH3:10]. Procedure details: 4-(5,6-dimethoxy-3-methyl-1,4-benzoquinon-2-ylmethyl)phenylacetic acid (21 mg, 0.063 mmol) obtained in Example 52 and thiomorpholine (0.0096 ml, 0.095 mmol) were used, and a method similar to that described in Example 46 was employed to obtain the title compound (5.1 mg, 0.012 mmol, yield 19%). The product is CS(=O)CC(=O)c1cc(C(C)(C)C)c(O)c(C(C)(C)C)c1. As a reaction SMILES: [C:1]([CH3:2])([CH3:3])([CH3:4])[c:5]1[cH:6][c:7]([C:16]([CH2:17][S:18][CH3:19])=[O:20])[cH:8][c:9]([C:12]([CH3:13])([CH3:14])[CH3:15])[c:10]1[OH:11].[C:32](=[O:33])([OH:34])[O-:35].[Cl:36][CH2:37][Cl:38].[OH:21][O:22][C:23]([c:24]1[cH:25][c:26]([Cl:27])[cH:28][cH:29][cH:30]1)=[O:31]>>[C:1]([CH3:2])([CH3:3])([CH3:4])[c:5]1[cH:6][c:7]([C:16]([CH2:17][S:18]([CH3:19])=[O:21])=[O:20])[cH:8][c:9]([C:12]([CH3:13])([CH3:14])[CH3:15])[c:10]1[OH:11]. Reactants: CSCC(=O)c1cc(C(C)(C)C)c(O)c(C(C)(C)C)c1, O=C([O-])O, ClCCl, O=C(OO)c1cccc(Cl)c1. Reactants: CCOC(=O)CC(=O)OCC, O=C([O-])[O-], CS(C)=O, Cc1cc(Cl)nnc1Cl, [Cs+], [Cs+], O. Product: CCOC(=O)C(C(=O)OCC)c1nnc(Cl)cc1C. Reaction SMILES: [C:10]([CH2:11][C:12](=[O:13])[O:14][CH2:15][CH3:16])(=[O:17])[O:18][CH2:19][CH3:20].[C:25](=[O:26])([O-:27])[O-:28].[CH3:21][S:22](=[O:23])[CH3:24].[Cl:1][c:2]1[n:3][n:4][c:5]([Cl:9])[cH:6][c:7]1[CH3:8].[Cs+:29].[Cs+:30].[OH2:31]>>[c:2]1([CH:11]([C:10](=[O:17])[O:18][CH2:19][CH3:20])[C:12](=[O:13])[O:14][CH2:15][CH3:16])[n:3][n:4][c:5]([Cl:9])[cH:6][c:7]1[CH3:8]. Reactants: S1C(=CC=C1)C=O (2-thiophenaldehyde), C(C)OP(OCC)(=O)C(C)C1=C(C=CC=C1)C#N (diethyl-1-(o-cyanophenyl)ethylphosphonate), C[O-].[Na+] (sodium methylate). Run in CN(C=O)C (dimethyl formamide), CN(C=O)C (dimethyl formamide). Reaction conditions: time 1 hour. Product: S1C(=CC=C1)C(C=C)C1=C(C#N)C=CC=C1 (2-[1-(2-thienyl)-2-propenyl]benzonitrile). RXN SMILES: [S:1]1[CH:5]=[CH:4][CH:3]=[C:2]1C=O.C(OP([CH:16]([C:18]1[CH:23]=[CH:22][CH:21]=[CH:20][C:19]=1[C:24]#[N:25])[CH3:17])(=O)OCC)C.[CH3:26][O-].[Na+]>CN(C)C=O>[S:1]1[CH:5]=[CH:4][CH:3]=[C:2]1[CH:16]([C:18]1[CH:23]=[CH:22][CH:21]=[CH:20][C:19]=1[C:24]#[N:25])[CH:17]=[CH2:26] |f:2.3|. Reported procedure: A solution of 73.0 g of 2-thiophenaldehyde and 170 g of diethyl-1-(o-cyanophenyl)ethylphosphonate in 800 ml of anhydrous dimethyl formamide was added dropwise in a nitrogen atmosphere at 20°-30°to a suspension of 39.0 g of sodium methylate in 500 ml of anhydrous dimethyl formamide. The mixture was further stirred for 1 hour at 40°, cooled to 10°-15° and treated with ca. 5 1 of icewater. Working up gave 2-[1-(2-thienyl)-2-propenyl]benzonitrile, B.Pt. (0.1 to 0.2 mm Hg) = 200°-210° . RXN SMILES: [CH3:1][C:2]1([C:7]2[CH:8]=[C:9]([CH:12]=[CH:13][CH:14]=2)[CH2:10][NH2:11])OCC[O:3]1.[ClH:15]>CO>[ClH:15].[C:2]([C:7]1[CH:8]=[C:9]([CH:12]=[CH:13][CH:14]=1)[CH2:10][NH2:11])(=[O:3])[CH3:1] |f:3.4|. The product is Cl.C(C)(=O)C=1C=C(CN)C=CC1 (3-acetylbenzylamine hydrochloride). Procedure: A solution of 3-(2-methyl-1,3-dioxolan-2-yl)benzylamine (57.2 g) in 1N hydrochloric acid (500 ml) and methanol (500 ml) was stirred at room temperature for 2 hours. The solvent was removed under reduced pressure. The residue was dissolved in methanol. The resulting precipitate was removed by filtration. The solvent was removed under reduced pressure. Recrystallization from a mixture of ethanol and acetone afforded 3-acetylbenzylamine hydrochloride (31.2 g). Solvent: CO (methanol). Reactants: CC1(OCCO1)C=1C=C(CN)C=CC1 (3-(2-methyl-1,3-dioxolan-2-yl)benzylamine), Cl (hydrochloric acid). Starting materials: C(C)(C)(C)OC(=O)N[C@H](C(=O)OCC1=CC=CC=C1)CCOC1=CC(=CC=C1)C#N (benzyl (2S)-2-t-butoxycarbonylamino-4-(3-cyanophenoxy)butyrate), CN(C(=O)C1=CC=C(C(=O)N[C@H](C(=O)OCC2=CC=CC=C2)CCOC2=CC(=CC=C2)C#N)C=C1)C (benzyl (2S)-2-(4-dimethylcarbamoylbenzoylamino)-4-(3-cyanophenoxy)butyrate). Product: CN(C(=O)C1=CC=C(C(=O)O)C=C1)C (4-dimethylcarbamoylbenzoic acid). As a reaction SMILES: C([O:5]C(N[C@@H](CCOC1C=CC=C(C#N)C=1)C(OCC1C=CC=CC=1)=O)=O)(C)(C)C.[CH3:31][N:32]([CH3:66])[C:33]([C:35]1[CH:65]=[CH:64][C:38]([C:39](N[C@@H](CCOC2C=CC=C(C#N)C=2)C(OCC2C=CC=CC=2)=O)=[O:40])=[CH:37][CH:36]=1)=[O:34]>>[CH3:66][N:32]([CH3:31])[C:33]([C:35]1[CH:36]=[CH:37][C:38]([C:39]([OH:40])=[O:5])=[CH:64][CH:65]=1)=[O:34]. Reported procedure: The title compound was obtained in the same manner as in step 6 in Example 1 by treating benzyl (2S)-2-t-butoxycarbonylamino-4-(3-cyanophenoxy)butyrate (the compound in step 1 in Example 91) and benzyl (2S)-2-(4-dimethylcarbamoylbenzoylamino)-4-(3-cyanophenoxy)butyrate obtained in the same manner as in step 2 in Example 91 from 4-dimethylcarbamoylbenzoic acid as the starting material. Starting materials: NC=1C=C(C=CC1)C1=CN=C(S1)N1CCC(CC1)C(=O)OCC (ethyl 1-[5-(3-aminophenyl)-1,3-thiazol-2-yl]piperidine-4-carboxylate), ClC1=NC=CC(=N1)C(F)(F)F (2-chloro-4-(trifluoromethyl)pyrimidine), CC1=CC=C(C=C1)S(=O)(=O)O (4-methylbenzenesulfonic acid), CN(C=O)C (N,N-dimethylformamide). Solvent: O1CCOCC1 (dioxane), C(C)(=O)OCC (ethyl acetate). Reaction conditions: temperature 100 celsius. The product is FC(C1=NC(=NC=C1)NC=1C=C(C=CC1)C1=CN=C(S1)N1CCC(CC1)C(=O)OCC)(F)F (ethyl 1-[5-(3-{[4-(trifluoromethyl)pyrimidin-2-yl]amino}phenyl)-1,3-thiazol-2-yl]piperidine-4-carboxylate). Isolated yield 35.4%. Reaction SMILES: [NH2:1][C:2]1[CH:3]=[C:4]([C:8]2[S:12][C:11]([N:13]3[CH2:18][CH2:17][CH:16]([C:19]([O:21][CH2:22][CH3:23])=[O:20])[CH2:15][CH2:14]3)=[N:10][CH:9]=2)[CH:5]=[CH:6][CH:7]=1.Cl[C:25]1[N:30]=[C:29]([C:31]([F:34])([F:33])[F:32])[CH:28]=[CH:27][N:26]=1.CC1C=CC(S(O)(=O)=O)=CC=1.CN(C)C=O>O1CCOCC1.C(OCC)(=O)C>[F:32][C:31]([F:34])([F:33])[C:29]1[CH:28]=[CH:27][N:26]=[C:25]([NH:1][C:2]2[CH:3]=[C:4]([C:8]3[S:12][C:11]([N:13]4[CH2:18][CH2:17][CH:16]([C:19]([O:21][CH2:22][CH3:23])=[O:20])[CH2:15][CH2:14]4)=[N:10][CH:9]=3)[CH:5]=[CH:6][CH:7]=2)[N:30]=1. Procedure details: To a solution of ethyl 1-[5-(3-aminophenyl)-1,3-thiazol-2-yl]piperidine-4-carboxylate (42 mg, 0.13 mmol) in dioxane (1.3 mL) was added 2-chloro-4-(trifluoromethyl)pyrimidine (23 mg, 1.3 mmol) and 4-methylbenzenesulfonic acid (24 mg, 0.127 mmol), resulting in the instant formation of a suspension. The mixture was heated to 100° C. and N,N-dimethylformamide (0.5 mL) was added to afford a homogenous mixture. The solution was heated at 100° C. for an additional 2 hours. Thus the mixture was the cool... The product is CC(=O)Nc1c2c(=O)[nH]c(C(C)(C)C)nc2nn1C. Reaction SMILES: [CH3:1][C:2]([Cl:3])=[O:4].[CH3:5][n:6]1[n:7][c:8]2[n:9][c:10]([C:17]([CH3:18])([CH3:19])[CH3:20])[nH:11][c:12](=[O:16])[c:13]2[c:14]1[NH2:15].[cH:21]1[cH:22][cH:23][n:24][cH:25][cH:26]1>>[CH3:1][C:2](=[O:4])[NH:15][c:14]1[n:6]([CH3:5])[n:7][c:8]2[n:9][c:10]([C:17]([CH3:18])([CH3:19])[CH3:20])[nH:11][c:12](=[O:16])[c:13]21. The reactants are CC(=O)Cl, Cn1nc2nc(C(C)(C)C)[nH]c(=O)c2c1N, c1ccncc1.